Dataset: the Open Reaction Database (ORD), a public repository of structured organic reaction records. Task: describe an organic reaction: reactants, conditions, products, and yield Reactants: CC(=O)N1CCc2ccc(C(=O)NOC3CCCCO3)cc2C1, CO, O. Yields the product CC(=O)N1CCc2ccc(C(=O)NO)cc2C1. RXN SMILES: [C:1]([CH3:2])(=[O:3])[N:4]1[CH2:5][c:6]2[cH:7][c:8]([C:14](=[O:15])[NH:16][O:17][CH:18]3[CH2:19][CH2:20][CH2:21][CH2:22][O:23]3)[cH:9][cH:10][c:11]2[CH2:12][CH2:13]1.[CH3:25][OH:26].[OH2:24]>>[C:1]([CH3:2])(=[O:3])[N:4]1[CH2:5][c:6]2[cH:7][c:8]([C:14](=[O:15])[NH:16][OH:17])[cH:9][cH:10][c:11]2[CH2:12][CH2:13]1. The reactants are [Na] (Sodium), C(C)O (ethanol), BrC1=CC(=C(C(=O)OCC)C=C1)F (ethyl 4-bromo-2-fluoro-benzoate), C(C)O (ethanol). Reaction conditions: temperature 0 celsius, time 12 hour. Yields the product C(C)OC(C1=C(C=C(C=C1)Br)OCC)=O (4-bromo-2-ethoxy-benzoic acid ethyl ester). Isolated yield 77.0%. RXN SMILES: [Na].[Br:2][C:3]1[CH:13]=[CH:12][C:6]([C:7]([O:9][CH2:10][CH3:11])=[O:8])=[C:5](F)[CH:4]=1.[CH2:15]([OH:17])[CH3:16]>>[CH2:10]([O:9][C:7](=[O:8])[C:6]1[CH:12]=[CH:13][C:3]([Br:2])=[CH:4][C:5]=1[O:17][CH2:15][CH3:16])[CH3:11] |^1:0|. Procedure details: Sodium (1.815 g, 78.9 mmol, Aldrich) was cut into small pieces and added to ethanol (100 mL). After all the pieces were dissolved, the clear solution was added to a solution of ethyl 4-bromo-2-fluoro-benzoate (13 g, 52.6 mmol) in ethanol (20 mL) cooled to 0° C. The ice bath was then removed and the mixture was stirred at room temperature for 12 h. The reaction mixture was concentrated in vacuo, and the residue was taken in water and 20% ethyl acetate-hexane. The organic layer was washed with sat... Starting materials: Cl (HCl), CC1([C@@H](NC(O1)=O)C1=CC=CC=C1)C ((S)-5,5-dimethyl-4-phenyloxazolidin-2-one), C1(C(CCCC1)N)N (cyclohexane-1,2-diamine), BrC=1C=C(C(=CC1)N)N (4-bromobenzene-1,2-diamine), C([O-])([O-])=O.[K+].[K+] (potassium carbonate). The reagents and catalysts are [Cu]I (copper(I) iodide). Solvent: C(=O)O (formic acid). Product: N1C=NC2=C1C=C(C=C2)N2C(OC([C@@H]2C2=CC=CC=C2)(C)C)=O ((S)-3-(1H-benzo[d]imidazol-6-yl)-5,5-dimethyl-4-phenyloxazolidin-2-one). Reaction SMILES: [CH3:1][C:2]1([CH3:14])[O:6][C:5](=[O:7])[NH:4][C@H:3]1[C:8]1[CH:13]=[CH:12][CH:11]=[CH:10][CH:9]=1.Br[C:16]1[CH:17]=[C:18]([NH2:23])[C:19]([NH2:22])=[CH:20][CH:21]=1.[C:24](=O)([O-])[O-].[K+].[K+].C1(N)CCCCC1N.Cl>[Cu]I.C(O)=O>[NH:23]1[C:18]2[CH:17]=[C:16]([N:4]3[C@@H:3]([C:8]4[CH:9]=[CH:10][CH:11]=[CH:12][CH:13]=4)[C:2]([CH3:14])([CH3:1])[O:6][C:5]3=[O:7])[CH:21]=[CH:20][C:19]=2[N:22]=[CH:24]1 |f:2.3.4|. Procedure details: The compound was synthesized starting from (S)-5,5-dimethyl-4-phenyloxazolidin-2-one (0.25 g, 1.31 mmol), 4-bromobenzene-1,2-diamine (0.245 g, 1.31 mmol), copper(I) iodide (0.025 g, 0.13 mmol), potassium carbonate (0.362 g, 2.62 mmol), cyclohexane-1,2-diamine (0.015 mL, 0.13 mmol), 5N HCl (6.5 mL), formic acid (0.648 mL) as described in method 5 step D